Dataset: the Open Reaction Database (ORD), a public repository of structured organic reaction records. Task: describe an organic reaction: reactants, conditions, products, and yield Starting materials: OC[C@]12CCC(C=C1CC[C@H]1[C@@H]3CCC([C@@]3(C)CC[C@H]21)=O)=O (19-hydroxy-4-androstene-3,17-dione), OC[C@]12CCC(C=C1C[C@H]([C@H]1[C@@H]3CCC([C@@]3(C)CC[C@H]21)=O)C)=O (19-hydroxy-7α-methyl-4-androstene-3,17-dione), OC[C@]12[C@H](CC(C=C1CC[C@H]1[C@@H]3CCC([C@@]3(C)CC[C@H]21)=O)=O)C (19-hydroxy-1α-methyl-4-androstene-3,17-dione). The product is OC[C@]12CCC(C(=C1C[C@H]([C@H]1[C@@H]3CCC([C@@]3(C)CC[C@H]21)=O)C)C)=O (19-hydroxy-4,7α-dimethyl-4-androstene-3,17-dione), OC[C@]12[C@H](CC(C(=C1CC[C@H]1[C@@H]3CCC([C@@]3(C)CC[C@H]21)=O)C)=O)C (19-hydroxy-1α,4-dimethyl-4-androstene-3,17-dione). As a reaction SMILES: [OH:1][CH2:2][C@@:3]12[C@@H:20]3[C@H:11]([C@H:12]4[C@@:16]([CH2:18][CH2:19]3)([CH3:17])[C:15](=[O:21])[CH2:14][CH2:13]4)[C@H:10]([CH3:22])[CH2:9][C:8]1=[CH:7][C:6](=[O:23])[CH2:5][CH2:4]2.[OH:24][CH2:25][C@@:26]12[C@@H:43]3[C@H:34]([C@H:35]4[C@@:39]([CH2:41][CH2:42]3)([CH3:40])[C:38](=[O:44])[CH2:37][CH2:36]4)[CH2:33][CH2:32][C:31]1=[CH:30][C:29](=[O:45])[CH2:28][C@@H:27]2[CH3:46].O[CH2:48][C@@]12[C@@H]3[C@H]([C@H]4[C@@](CC3)(C)C(=O)CC4)CCC1=CC(=O)CC2>>[OH:1][CH2:2][C@@:3]12[C@@H:20]3[C@H:11]([C@H:12]4[C@@:16]([CH2:18][CH2:19]3)([CH3:17])[C:15](=[O:21])[CH2:14][CH2:13]4)[C@H:10]([CH3:22])[CH2:9][C:8]1=[C:7]([CH3:25])[C:6](=[O:23])[CH2:5][CH2:4]2.[OH:24][CH2:25][C@@:26]12[C@@H:43]3[C@H:34]([C@H:35]4[C@@:39]([CH2:41][CH2:42]3)([CH3:40])[C:38](=[O:44])[CH2:37][CH2:36]4)[CH2:33][CH2:32][C:31]1=[C:30]([CH3:48])[C:29](=[O:45])[CH2:28][C@@H:27]2[CH3:46]. Reported procedure: Substituting 19-hydroxy-7α-methyl-4-androstene-3,17-dione and 19-hydroxy-1α-methyl-4-androstene-3,17-dione for the 19-hydroxy-4-androstene-3,17-dione above results in the preparation of 19-hydroxy-4,7α-dimethyl-4-androstene-3,17-dione and 19-hydroxy-1α,4-dimethyl-4-androstene-3,17-dione.